This data is from the Open Reaction Database (ORD), a public repository of structured organic reaction records. The task is: describe an organic reaction: reactants, conditions, products, and yield The product is Cl (hydrogen chloride), Cl.O=C1NC2(C(N1)=O)CCN(CC2)CCCCC(=O)C=2C(=CC(=C(C2)NS(=O)(=O)C=2SC=CC2C2=NN(C(=C2)C(F)(F)F)C)OC)OC (N-{5-[5-(2,4-dioxo-1,3,8-triazaspiro[4.5]dec-8-yl)pentanoyl]-2,4-dimethoxyphenyl}-3-(5-trifluoromethyl-1-methylpyrazol-3-yl)-2-thiophenesulfonamide hydrochloride). RXN SMILES: [NH2:1][C:2]1[C:3]([O:28][CH3:29])=[CH:4][C:5]([O:26][CH3:27])=[C:6]([C:8](=[O:25])[CH2:9][CH2:10][CH2:11][CH2:12][N:13]2[CH2:24][CH2:23][C:16]3([NH:20][C:19](=[O:21])[NH:18][C:17]3=[O:22])[CH2:15][CH2:14]2)[CH:7]=1.[F:30][C:31]([F:48])([F:47])[C:32]1[N:36]([CH3:37])[N:35]=[C:34]([C:38]2[CH:42]=[CH:41][S:40][C:39]=2[S:43]([Cl:46])(=[O:45])=[O:44])[CH:33]=1.C1COCC1.CN1CCCC1=O>C(O)C.CCOCC>[ClH:46].[ClH:46].[O:21]=[C:19]1[NH:18][C:17](=[O:22])[C:16]2([CH2:15][CH2:14][N:13]([CH2:12][CH2:11][CH2:10][CH2:9][C:8]([C:6]3[C:5]([O:26][CH3:27])=[CH:4][C:3]([O:28][CH3:29])=[C:2]([NH:1][S:43]([C:39]4[S:40][CH:41]=[CH:42][C:38]=4[C:34]4[CH:33]=[C:32]([C:31]([F:30])([F:47])[F:48])[N:36]([CH3:37])[N:35]=4)(=[O:44])=[O:45])[CH:7]=3)=[O:25])[CH2:24][CH2:23]2)[NH:20]1 |f:4.5,7.8|. Run in C(C)O.CCOCC (ethanol ether). Procedure details: A mixture of 8-[5-(5-amino-2,4-dimethoxyphenyl)-5-oxopentyl]-1,3,8-triazaspiro[4.5]decane-2,4-dione (202 mg, 0.5 mmol), prepared as in Example 21, 3-(5-trifluoromethyl-1-methylpyrazol-3-yl)-2-thiophenesulfonyl chloride. (200 mg, 0.6 mmol) and THF (1 mL) and N-methyl-2-pyrrolidinone (1 mL) was stirred 16 hours at approximately 25° C. The mixture was purified by flash chromatography eluting first with methylene chloride and then with methylene chloride/methanol+ammonium hydroxide (9:1). The purifi... The reactants are NC=1C(=CC(=C(C1)C(CCCCN1CCC2(C(NC(N2)=O)=O)CC1)=O)OC)OC (8-[5-(5-amino-2,4-dimethoxyphenyl)-5-oxopentyl]-1,3,8-triazaspiro[4.5]decane-2,4-dione), FC(C1=CC(=NN1C)C1=C(SC=C1)S(=O)(=O)Cl)(F)F (3-(5-trifluoromethyl-1-methylpyrazol-3-yl)-2-thiophenesulfonyl chloride), C1CCOC1 (THF), CN1C(CCC1)=O (N-methyl-2-pyrrolidinone). The reactants are Cn1ncc(C=CC(=O)Nc2ccc(SC(=O)OCc3ccccc3)cc2)c1-c1ccc(F)cc1, CCO, CCCn1cnnc1CCl, [Na+], [OH-]. Yields the product CCCn1cnnc1CSc1ccc(NC(=O)C=Cc2cnn(C)c2-c2ccc(F)cc2)cc1. As a reaction SMILES: [CH2:1]([O:2][C:9](=[O:3])[S:11][c:12]1[cH:13][cH:14][c:15]([NH:18][C:19]([CH:20]=[CH:21][c:22]2[cH:23][n:24][n:25]([CH3:34])[c:26]2-[c:27]2[cH:28][cH:29][c:30]([F:33])[cH:31][cH:32]2)=[O:35])[cH:16][cH:17]1)[c:4]1[cH:5][cH:6][cH:7][cH:8][cH:10]1.[CH3:48][CH2:49][OH:50].[Cl:36][CH2:37][c:38]1[n:39][n:40][cH:41][n:42]1[CH2:43][CH2:44][CH3:45].[Na+:47].[OH-:46]>>[CH2:9]([S:11][c:12]1[cH:13][cH:14][c:15]([NH:18][C:19]([CH:20]=[CH:21][c:22]2[cH:23][n:24][n:25]([CH3:34])[c:26]2-[c:27]2[cH:28][cH:29][c:30]([F:33])[cH:31][cH:32]2)=[O:35])[cH:16][cH:17]1)[c:38]1[n:39][n:40][cH:41][n:42]1[CH2:43][CH2:44][CH3:45]. Reactants: CON, Cl, CC(c1cccc(C(=O)c2ccccc2)c1)c1nc(N)no1, O, c1ccncc1. The product is CON=C(c1ccccc1)c1cccc(C(C)c2nc(N)no2)c1. As a reaction SMILES: [CH3:24][O:25][NH2:26].[ClH:23].[NH2:1][c:2]1[n:3][o:4][c:5]([CH:7]([CH3:8])[c:9]2[cH:10][c:11]([C:15]([c:16]3[cH:17][cH:18][cH:19][cH:20][cH:21]3)=[O:22])[cH:12][cH:13][cH:14]2)[n:6]1.[OH2:27].[cH:28]1[cH:29][cH:30][n:31][cH:32][cH:33]1>>[NH2:1][c:2]1[n:3][o:4][c:5]([CH:7]([CH3:8])[c:9]2[cH:10][c:11]([C:15]([c:16]3[cH:17][cH:18][cH:19][cH:20][cH:21]3)=[N:26][O:25][CH3:24])[cH:12][cH:13][cH:14]2)[n:6]1. Reactants: [N+](=O)([O-])C=1C(C2=CC=CC=C2C(C1)=O)=O (2-nitronaphthoquinone), [N+](=O)([O-])C=1C=C2C(C=3CCCCC3C(C2=CC1)=O)=O (6-nitrotetrahydroanthraquinone), [N+](=O)([O-])C1=CC=CC=2C(C3=CC=CC=C3C(C12)=O)=O (1-nitroanthraquinone), [N+](=O)([O-])C1=C2C(C=CC(C2=CC=C1)=O)=O (5-nitronaphthoquinone), [N+](=O)([O-])C1=CC=CC=2C(C3=CC=CC=C3C(C12)=O)=O (1-nitroanthraquinone). The product is NC1=CC=CC=2C(C3=CC=CC=C3C(C12)=O)=O (1-aminoanthraquinone), [N+](=O)([O-])C1=CC=CC=2C(C3=CC=CC=C3C(C12)=O)=O (1-nitroanthraquinone). RXN SMILES: [N+:1]([C:4]1[C:17]2[C:16](=[O:18])[C:15]3[C:10](=[CH:11][CH:12]=[CH:13][CH:14]=3)[C:9](=[O:19])[C:8]=2[CH:7]=[CH:6][CH:5]=1)([O-:3])=[O:2].[N+](C1C=CC=C2C=1C(=O)C=CC2=O)([O-])=O.[N+](C1C(=O)C2C(C(=O)C=1)=CC=CC=2)([O-])=O.[N+](C1C=C2C(=CC=1)C(=O)C1CCCCC=1C2=O)([O-])=O>>[NH2:1][C:4]1[C:17]2[C:16](=[O:18])[C:15]3[C:10](=[CH:11][CH:12]=[CH:13][CH:14]=3)[C:9](=[O:19])[C:8]=2[CH:7]=[CH:6][CH:5]=1.[N+:1]([C:4]1[C:17]2[C:16](=[O:18])[C:15]3[C:10](=[CH:11][CH:12]=[CH:13][CH:14]=3)[C:9](=[O:19])[C:8]=2[CH:7]=[CH:6][CH:5]=1)([O-:3])=[O:2]. Procedure details: In the process of the French Pat. No. 1,486,803, 5-nitrotetrahydroanthraquinone produced is directly subjected to oxidation, without isolation from reaction system, into 1-nitroanthraquinone. Accordingly, when crude 5-nitronaphthoquinone is used as a starting material, 6-nitroanaphthoquinone is converted into 2-nitronaphthoquinone through 6-nitrotetrahydroanthraquinone, thus contaminating 1-nitroanthraquinone and lowering the purity thereof. Further, it is difficult to obtain highly pure 1-amino... Starting materials: C1(=CC=CC=C1)P(C1=CC=CC=C1)C1=CC=CC=C1 (triphenylphosphine), C1(=CC=CC=C1)SC=1C=C(C=CC1)CO ((3-Phenylsulfanyl-phenyl)-methanol), CCOC(=O)/N=N/C(=O)OCC (diethylazodicarboxylate), Example 93, C1(C=2C(C(N1)=O)=CC=CC2)=O (phthalimide). Solvent: O (Water), O1CCCC1 (tetrahydrofuran). Run at time 8 hour. Yields the product C1(=CC=CC=C1)SC=1C=C(CN2C(C3=CC=CC=C3C2=O)=O)C=CC1 (2-(3-Phenylsulfanyl-benzyl)-isoindol-1,3-dione). The yield is 37.0%. RXN SMILES: [C:1]1([S:7][C:8]2[CH:9]=[C:10]([CH2:14]O)[CH:11]=[CH:12][CH:13]=2)[CH:6]=[CH:5][CH:4]=[CH:3][CH:2]=1.[C:16]1(=[O:26])[NH:20][C:19](=[O:21])[C:18]2=[CH:22][CH:23]=[CH:24][CH:25]=[C:17]12.CCOC(/N=N/C(OCC)=O)=O.C1(P(C2C=CC=CC=2)C2C=CC=CC=2)C=CC=CC=1>O1CCCC1.O>[C:1]1([S:7][C:8]2[CH:9]=[C:10]([CH:11]=[CH:12][CH:13]=2)[CH2:14][N:20]2[C:16](=[O:26])[C:17]3[C:18](=[CH:22][CH:23]=[CH:24][CH:25]=3)[C:19]2=[O:21])[CH:2]=[CH:3][CH:4]=[CH:5][CH:6]=1. Procedure details: (3-Phenylsulfanyl-phenyl)-methanol described in Preparation Example 93 (212 mg, 0.980 mmol), phthalimide (144 mg, 0.980 mmol), diethylazodicarboxylate (170 μl, 1.08 mmol) and triphenylphosphine (308 mg, 1.18 mmol) were dissolved in tetrahydrofuran (4 mL), and the solution was stirred overnight at room temperature. Water was added to the reaction solution, which was then extracted with ethyl acetate, the organic layer was washed with brine and dried over anhydrous magnesium sulfate. The solvent w... Starting materials: C(CCC)(=O)C=1C=NC2=C(C=CC=C2C1Cl)OC (3-Butyryl-4-chloro-8-methoxyquinoline), ClC1=C(C=CC(=C1)N)O (2-chloro-4-aminophenol). Solvent: O1CCOCC1 (1,4-dioxan). Yields the product Cl.C(CCC)(=O)C=1C=NC2=C(C=CC=C2C1NC1=CC(=C(C=C1)O)Cl)OC (3-butyryl-4-(3-chloro-4-hydroxyphenylamino)-8methoxyquinoline hydrochloride). The yield is 34.4%. Reaction SMILES: [C:1]([C:6]1[CH:7]=[N:8][C:9]2[C:14]([C:15]=1[Cl:16])=[CH:13][CH:12]=[CH:11][C:10]=2[O:17][CH3:18])(=[O:5])[CH2:2][CH2:3][CH3:4].[Cl:19][C:20]1[CH:25]=[C:24]([NH2:26])[CH:23]=[CH:22][C:21]=1[OH:27]>O1CCOCC1>[ClH:16].[C:1]([C:6]1[CH:7]=[N:8][C:9]2[C:14]([C:15]=1[NH:26][C:24]1[CH:23]=[CH:22][C:21]([OH:27])=[C:20]([Cl:19])[CH:25]=1)=[CH:13][CH:12]=[CH:11][C:10]=2[O:17][CH3:18])(=[O:5])[CH2:2][CH2:3][CH3:4] |f:3.4|. Procedure details: 3-Butyryl-4-chloro-8-methoxyquinoline (2.64 g, 10 mmol), 2-chloro-4-aminophenol (1.58 g, 11 mmol) and 1,4-dioxan (20 ml) were warmed briefly to reflux, cooled, and the solid filtered off. Recrystallisation from pyridine gave 3-butyryl-4-(3-chloro-4-hydroxyphenylamino)-8methoxyquinoline hydrochloride (1.40 g, 34%), m.p. 267°-269° (dec). The reactants are IV, C (charcoal), NC1=C(C=C(C(=C1)Cl)Cl)N (1,2-diamino-4,5-dichlorobenzene), [OH-].[K+] (potassium hydroxide), C(=S)=S (carbon disulfide), C (charcoal). The solvent is O (water), C(C)O (ethanol). Run at time 8 hour. Product: ClC1=CC2=C(N=C(N2)S)C=C1Cl (5,6-dichloro-2-mercaptobenzimidazole). Yield: 86.4%. As a reaction SMILES: [NH2:1][C:2]1[CH:7]=[C:6]([Cl:8])[C:5]([Cl:9])=[CH:4][C:3]=1[NH2:10].[OH-].[K+].[C:13](=S)=[S:14].C>O.C(O)C>[Cl:8][C:6]1[C:5]([Cl:9])=[CH:4][C:3]2[N:10]=[C:13]([SH:14])[NH:1][C:2]=2[CH:7]=1 |f:1.2|. Procedure details: The procedure of Van Allan, J. A. V. and Deacon, B. D., Organic Synthesis. IV: 569 was adapted. A mixture of 1,2-diamino-4,5-dichlorobenzene (510 mg, 2.88 mMol, Aldrich), potassium hydroxide (190 mg, 3.40 mMol), carbon disulfide (260 mg, 3.40 mMol), 95% ethanol (3 mL) and water (0.45 ml) was heated under reflux for 3 h. Activated charcoal (120 mg) was then added cautiously, and after the mixture has been heated at the refluxing temperature for 10 min the activated charcoal was removed by filtrat...